Dataset: the Open Reaction Database (ORD), a public repository of structured organic reaction records. Task: describe an organic reaction: reactants, conditions, products, and yield Starting materials: N=1C=CN2C1C=CC=C2SCCCCN2C(SCC2=O)=O (3-[4-(imidazo[1,2-a]pyridin-5-ylthio)butyl]thiazolidine-2,4-dione), C(CCCCCCC)=O (1-octanal), N1CCCCC1 (piperidine). The solvent is C(C)O (ethanol). Product: C(CCCCCCC)=C1C(N(C(S1)=O)CCCCSC1=CC=CC=2N1C=CN2)=O (5-octylidene-3-[4-(imidazo[1,2-a]pyridin-5-ylthio)butyl]thiazolidine-2,4-dione). As a reaction SMILES: [N:1]1[CH:2]=[CH:3][N:4]2[C:9]([S:10][CH2:11][CH2:12][CH2:13][CH2:14][N:15]3[C:19](=[O:20])[CH2:18][S:17][C:16]3=[O:21])=[CH:8][CH:7]=[CH:6][C:5]=12.[CH:22](=O)[CH2:23][CH2:24][CH2:25][CH2:26][CH2:27][CH2:28][CH3:29].N1CCCCC1>C(O)C>[CH:22](=[C:18]1[S:17][C:16](=[O:21])[N:15]([CH2:14][CH2:13][CH2:12][CH2:11][S:10][C:9]2[N:4]3[CH:3]=[CH:2][N:1]=[C:5]3[CH:6]=[CH:7][CH:8]=2)[C:19]1=[O:20])[CH2:23][CH2:24][CH2:25][CH2:26][CH2:27][CH2:28][CH3:29]. Procedure details: To a solution of 1.61 g (5.0 mmol) of 3-[4-(imidazo[1,2-a]pyridin-5-ylthio)butyl]thiazolidine-2,4-dione and 0.641 g (5.0 mmol) of 1-octanal in 20 ml of ethanol, 0.05 ml (0.5 mmol) of piperidine was added, followed by refluxing for 1.5 hours. After the reaction mixture was cooled, the solvent was distilled off. The residue was dissolved in dichloromethane, washed with water and dried, after which the solvent was distilled off. The residue was purified by column chromatography (eluent, n-hexane/et... The reactants are CC(C)N=C=NC(C)C, COc1ccc2c(c1)OC(CN)CO2, Cl, CN(C)C=O, O, On1nnc2ccccc21, O=C(O)CCCc1c[nH]c2ccccc12. Product: COc1ccc2c(c1)OC(CNCCCCc1c[nH]c3ccccc13)CO2. As a reaction SMILES: [CH3:27][CH:28]([N:29]=[C:30]=[N:31][CH:32]([CH3:33])[CH3:34])[CH3:35].[CH3:37][O:38][c:39]1[cH:40][cH:41][c:42]2[c:43]([cH:50]1)[O:44][CH:45]([CH2:48][NH2:49])[CH2:46][O:47]2.[ClH:36].[O:51]=[CH:52][N:53]([CH3:54])[CH3:55].[OH2:16].[OH:17][n:18]1[c:19]2[cH:20][cH:21][cH:22][cH:23][c:24]2[n:25][n:26]1.[nH:1]1[cH:2][c:3]([CH2:10][CH2:11][CH2:12][C:13]([OH:14])=[O:15])[c:4]2[cH:5][cH:6][cH:7][cH:8][c:9]12>>[nH:1]1[cH:2][c:3]([CH2:10][CH2:11][CH2:12][CH2:13][NH:49][CH2:48][CH:45]2[O:44][c:43]3[c:42]([cH:41][cH:40][c:39]([O:38][CH3:37])[cH:50]3)[O:47][CH2:46]2)[c:4]2[cH:5][cH:6][cH:7][cH:8][c:9]12. Starting materials: C(C)(C)(C)OC(=O)N1CCC(=CC1)C=1C(=NC(=CC1)N)C (6-amino-2-methyl-3′,6′-dihydro-2′H-[3,4′]bipyridinyl-1′-carboxylic acid tert-butyl ester). The reagents and catalysts are [Pd] (palladium on carbon). Run in CO (methanol). Product: C(C)(C)(C)OC(=O)N1CCC(CC1)C=1C(=NC(=CC1)N)C (6-Amino-2-methyl-3′,4′,5′,6′-tetrahydro-2′H-[3,4′]bipyridinyl-1′-carboxylic acid tert-butyl ester). The yield is 97.0%. Reaction SMILES: [C:1]([O:5][C:6]([N:8]1[CH2:13][CH:12]=[C:11]([C:14]2[C:15]([CH3:21])=[N:16][C:17]([NH2:20])=[CH:18][CH:19]=2)[CH2:10][CH2:9]1)=[O:7])([CH3:4])([CH3:3])[CH3:2]>[Pd].CO>[C:1]([O:5][C:6]([N:8]1[CH2:9][CH2:10][CH:11]([C:14]2[C:15]([CH3:21])=[N:16][C:17]([NH2:20])=[CH:18][CH:19]=2)[CH2:12][CH2:13]1)=[O:7])([CH3:4])([CH3:3])[CH3:2]. Reported procedure: Stir a mixture of 6-amino-2-methyl-3′,6′-dihydro-2′H-[3,4′]bipyridinyl-1′-carboxylic acid tert-butyl ester (2.12 g) and palladium on carbon 10% wet (330 mg) in methanol (29.30 mL) under H2 (45 psi) for 48 h. Filtered over a celite pad and remove the solvent under vacuum to afford 2.07 g of the title compound. MS (ES+): m/z=292 (M+H)+. Starting materials: C1(=CC=CC=C1)P(C1=CC=CC=C1)C1=CC=CC=C1 (triphenylphosphine), BrN1C(CCC1=O)=O (N-bromosuccinimide), FC(C1=CC=C(C=C1)CCCO)(F)F (3-(4-trifluoromethylphenyl)-1-propanol). Run in C(Cl)Cl (methylene chloride). Run at time 3 hour. Product: BrCCCC1=CC=C(C=C1)C(F)(F)F (1-(3-bromopropyl)-4-trifluoromethylbenzene). Isolated yield 81.0%. As a reaction SMILES: [F:1][C:2]([F:14])([F:13])[C:3]1[CH:8]=[CH:7][C:6]([CH2:9][CH2:10][CH2:11]O)=[CH:5][CH:4]=1.C1(P(C2C=CC=CC=2)C2C=CC=CC=2)C=CC=CC=1.[Br:34]N1C(=O)CCC1=O>C(Cl)Cl>[Br:34][CH2:11][CH2:10][CH2:9][C:6]1[CH:7]=[CH:8][C:3]([C:2]([F:14])([F:13])[F:1])=[CH:4][CH:5]=1. Procedure details: Compound 11-1 (9.53 g) was dissolved in methylene chloride (100 ml), triphenylphosphine (13.3 g) and N-bromosuccinimide (8.97 g) were added under ice-cooling, and the mixture was stirred under ice-cooling for 1 hr, and further at room temperature for 3 hr. The reaction mixture was washed with water and saturated brine, and dried over anhydrous magnesium sulfate. The solvent was evaporated under reduced pressure. Diethyl ether (200 ml) was added, and the precipitated triphenylphosphine oxide was ... Starting materials: C[S+](C)(C)=O, CS(C)=O, COCCCCn1c(C(=O)N(CC(C)C)C2CC(C=O)CN(C(=O)OC(C)(C)C)C2)nc2ccccc21, [Cl-], [H-], [I-], [NH4+], [Na+]. Product: COCCCCn1c(C(=O)N(CC(C)C)C2CC(C3CO3)CN(C(=O)OC(C)(C)C)C2)nc2ccccc21. Reaction SMILES: [CH3:2][S+:3]([CH3:4])([CH3:5])=[O:6].[CH3:48][S:49]([CH3:50])=[O:51].[CH:9](=[O:10])[CH:11]1[CH2:12][N:13]([C:39](=[O:40])[O:41][C:42]([CH3:43])([CH3:44])[CH3:45])[CH2:14][CH:15]([N:17]([CH2:18][CH:19]([CH3:20])[CH3:21])[C:22](=[O:23])[c:24]2[n:25][c:26]3[c:27]([n:28]2[CH2:29][CH2:30][CH2:31][CH2:32][O:33][CH3:34])[cH:35][cH:36][cH:37][cH:38]3)[CH2:16]1.[Cl-:46].[H-:7].[I-:1].[NH4+:47].[Na+:8]>>[CH2:2]1[CH:9]([CH:11]2[CH2:12][N:13]([C:39](=[O:40])[O:41][C:42]([CH3:43])([CH3:44])[CH3:45])[CH2:14][CH:15]([N:17]([CH2:18][CH:19]([CH3:20])[CH3:21])[C:22](=[O:23])[c:24]3[n:25][c:26]4[c:27]([n:28]3[CH2:29][CH2:30][CH2:31][CH2:32][O:33][CH3:34])[cH:35][cH:36][cH:37][cH:38]4)[CH2:16]2)[O:10]1.